This data is from the Open Reaction Database (ORD), a public repository of structured organic reaction records. The task is: describe an organic reaction: reactants, conditions, products, and yield The reactants are O.C1(=CC=C(C=C1)S(=O)(=O)O)C (p-toluene sulfonic acid monohydrate), OCC=1C([C@H]2O[C@@H](C1)CO2)=O (1,6-anhydro-3,4-dideoxy-3-hydroxymethyl-β-D-glycero-hex-3-enopyranos-2-ulose). Run in CO (methanol). The product is COCC=1C([C@H]2O[C@@H](C1)CO2)=O (1,6-anhydro-3,4-dideoxy-3-methoxymethyl-β-D-glycero-hex-3-enopyranos-2-ulose). Yield: 44.7%. RXN SMILES: O.[C:2]1(C)C=CC(S(O)(=O)=O)=CC=1.[OH:13][CH2:14][C:15]1[C:16](=[O:23])[C@@H:17]2[O:22][CH2:21][C@H:19]([CH:20]=1)[O:18]2>CO>[CH3:2][O:13][CH2:14][C:15]1[C:16](=[O:23])[C@@H:17]2[O:22][CH2:21][C@H:19]([CH:20]=1)[O:18]2 |f:0.1|. Procedure details: 2 g of p-toluene sulfonic acid monohydrate was added to 150 ml of a methanol solution containing 2.8 g of 1,6-anhydro-3,4-dideoxy-3-hydroxymethyl-β-D-glycero-hex-3-enopyranos-2-ulose obtained in the above step (1), and the mixture was refluxed under heating for one hour. Disappearance of the starting material was confirmed by TLC, and then the solvent was distilled off under reduced pressure. The obtained crude product was purified by silica gel column chromatography (ethyl acetate: hexane =1:2)... The reactants are CC(C)(C)N1CCC(CN)(c2ccccc2)CC1, N#CCc1ccccc1F. Product: CC(C)(C)N1CCC(CN)(c2ccccc2F)CC1. RXN SMILES: [C:1]([CH3:2])([CH3:3])([CH3:4])[N:5]1[CH2:6][CH2:7][C:8]([c:11]2[cH:12][cH:13][cH:14][cH:15][cH:16]2)([CH2:17][NH2:18])[CH2:9][CH2:10]1.[F:19][c:20]1[cH:21][cH:22][cH:23][cH:24][c:25]1[CH2:26][C:27]#[N:28]>>[C:1]([CH3:2])([CH3:3])([CH3:4])[N:5]1[CH2:6][CH2:7][C:8]([c:11]2[c:12]([F:19])[cH:13][cH:14][cH:15][cH:16]2)([CH2:17][NH2:18])[CH2:9][CH2:10]1. Reactants: CC(C)(C)P(c1ccccc1-c1ccccc1)C(C)(C)C, CC(=O)[O-], CC(=O)[O-], CC(C)(C)[O-], CCOC(C)=O, Cc1ccccc1, Clc1cc(OCC2CC2)cc(Cl)n1, CC(N)c1ccc(F)cc1, [Na+], [Pd+2]. The product is CC(Nc1cc(OCC2CC2)cc(Cl)n1)c1ccc(F)cc1. As a reaction SMILES: [C:24]([P:25]([C:26]([CH3:27])([CH3:28])[CH3:29])[c:30]1[cH:31][cH:32][cH:33][cH:34][c:35]1-[c:36]1[cH:37][cH:38][cH:39][cH:40][cH:41]1)([CH3:42])([CH3:43])[CH3:44].[C:57]([O-:58])(=[O:59])[CH3:60].[C:62]([O-:63])(=[O:64])[CH3:65].[CH3:45][C:46]([CH3:47])([O-:48])[CH3:49].[CH3:51][CH2:52][O:53][C:54](=[O:55])[CH3:56].[CH3:66][c:67]1[cH:68][cH:69][cH:70][cH:71][cH:72]1.[Cl:1][c:2]1[n:3][c:4]([Cl:13])[cH:5][c:6]([O:8][CH2:9][CH:10]2[CH2:11][CH2:12]2)[cH:7]1.[F:14][c:15]1[cH:16][cH:17][c:18]([CH:21]([CH3:22])[NH2:23])[cH:19][cH:20]1.[Na+:50].[Pd+2:61]>>[c:2]1([NH:23][CH:21]([c:18]2[cH:17][cH:16][c:15]([F:14])[cH:20][cH:19]2)[CH3:22])[n:3][c:4]([Cl:13])[cH:5][c:6]([O:8][CH2:9][CH:10]2[CH2:11][CH2:12]2)[cH:7]1. The reactants are [BH4-], O=Cc1cncc(Br)c1, CO, [Na+]. Product: OCc1cncc(Br)c1. RXN SMILES: [BH4-:10].[Br:1][c:2]1[cH:3][n:4][cH:5][c:6]([CH:7]=[O:8])[cH:9]1.[CH3:12][OH:13].[Na+:11]>>[Br:1][c:2]1[cH:3][n:4][cH:5][c:6]([CH2:7][OH:8])[cH:9]1. Reactants: O=C([O-])[O-], CCN=C=NCCCN(C)C, CN(C)C=O, Cc1c(C(=O)O)cnn1-c1ccc(F)cc1F, [K+], [K+], N#Cc1cc(N)ccc1N1CCN(CCO)CC1, On1nnc2ccccc21. Product: Cc1c(C(=O)Nc2ccc(N3CCN(CCO)CC3)c(C#N)c2)cnn1-c1ccc(F)cc1F. As a reaction SMILES: [C:57](=[O:58])([O-:59])[O-:60].[CH2:46]([N:47]=[C:48]=[N:49][CH2:50][CH2:51][CH2:52][N:53]([CH3:54])[CH3:55])[CH3:56].[CH3:63][N:64]([CH3:65])[CH:66]=[O:67].[F:1][c:2]1[c:3](-[n:9]2[n:10][cH:11][c:12]([C:15](=[O:16])[OH:17])[c:13]2[CH3:14])[cH:4][cH:5][c:6]([F:8])[cH:7]1.[K+:61].[K+:62].[NH2:18][c:19]1[cH:20][cH:21][c:22]([N:27]2[CH2:28][CH2:29][N:30]([CH2:33][CH2:34][OH:35])[CH2:31][CH2:32]2)[c:23]([C:24]#[N:25])[cH:26]1.[OH:36][n:37]1[c:38]2[cH:39][cH:40][cH:41][cH:42][c:43]2[n:44][n:45]1>>[F:1][c:2]1[c:3](-[n:9]2[n:10][cH:11][c:12]([C:15](=[O:17])[NH:18][c:19]3[cH:20][cH:21][c:22]([N:27]4[CH2:28][CH2:29][N:30]([CH2:33][CH2:34][OH:35])[CH2:31][CH2:32]4)[c:23]([C:24]#[N:25])[cH:26]3)[c:13]2[CH3:14])[cH:4][cH:5][c:6]([F:8])[cH:7]1. The reactants are N1=CC=CC2=CC(=CC=C12)CN1N=NC=2C1=NC(=CN2)N2CC(CC2)=O (1-[1-(quinolin-6-ylmethyl)-1H-[1,2,3]triazolo[4,5-b]pyrazin-6-yl]pyrrolidin-3-one), FC1(CNCC1)F (3,3-difluoropyrrolidine). The solvent is O1CCCC1.CO.CC(=O)N(C)C (tetrahydrofuran methanol dimethylacetamide). Conditions: temperature 80 celsius. Product: CN[C@H]1CN(CC1)C1=CN=C2C(=N1)N(N=N2)CC=2C=C1C=CC=NC1=CC2 ((3R)—N-methyl-1-[1-(quinolin-6-ylmethyl)-1H-[1,2,3]triazolo[4,5-b]pyrazin-6-yl]pyrrolidin-3-amine). The yield is 46.2%. RXN SMILES: [N:1]1[C:10]2[C:5](=[CH:6][C:7]([CH2:11][N:12]3[C:16]4=[N:17][C:18]([N:21]5[CH2:25][CH2:24][C:23](=O)[CH2:22]5)=[CH:19][N:20]=[C:15]4[N:14]=[N:13]3)=[CH:8][CH:9]=2)[CH:4]=[CH:3][CH:2]=1.FC1(F)CC[NH:30][CH2:29]1>O1CCCC1.CO.CC(N(C)C)=O>[CH3:29][NH:30][C@@H:23]1[CH2:24][CH2:25][N:21]([C:18]2[N:17]=[C:16]3[N:12]([CH2:11][C:7]4[CH:6]=[C:5]5[C:10](=[CH:9][CH:8]=4)[N:1]=[CH:2][CH:3]=[CH:4]5)[N:13]=[N:14][C:15]3=[N:20][CH:19]=2)[CH2:22]1 |f:2.3.4|. Procedure details: A suspension of 1-[1-(quinolin-6-ylmethyl)-1H-[1,2,3]triazolo[4,5-b]pyrazin-6-yl]pyrrolidin-3-one (50 mg, 0.15 mmol) and 3,3-difluoropyrrolidine (42 mg, 0.29 mmol) in tetrahydrofuran/methanol/dimethylacetamide (1.0 mL each) was heated to 80° C. for 2 hours then NaBCNH3 (18 mg, 0.29 mmol) was added. After 2 hours the solution was cooled to room temperature and concentrated. The crude product was purified by flash chromatography using a Horizon purification system on a 25S column eluting with chlo... Starting materials: BrC1=CC(=C(C=C1)NC1=NC(=NC=C1C(F)(F)F)NC1=CC=C(CP(OCC)(OCC)=O)C=C1)C(NC)=O (Diethyl (4-{[4-{[4-bromo-2-(methylcarbamoyl)phenyl]amino}-5-(trifluoromethyl)pyrimidin-2-yl]amino}benzyl)phosphonate), ( 100 ), C(C)N(CCN1N=CC(=C1)B1OC(C(O1)(C)C)(C)C)CC (N,N-diethyl-2-[4-(4,4,5,5-tetramethyl-1,3,2-dioxaborolan-2-yl)-1H-pyrazol-1-yl]ethanamine), C(C)N(CCN1N=CC(=C1)B1OC(C(O1)(C)C)(C)C)CC (N,N-diethyl-2-[4-(4,4,5,5-tetramethyl-1,3,2-dioxaborolan-2-yl)-1H-pyrazol-1-yl]ethanamine). Yields the product C(C)N(CCN1N=CC(=C1)C1=CC(=C(C=C1)NC1=NC(=NC=C1C(F)(F)F)NC1=CC=C(CP(OCC)(OCC)=O)C=C1)C(NC)=O)CC (Diethyl (4-{[4-{[4-{1-[2-(diethylamino)ethyl]-1H-pyrazol-4-yl}-2-(methylcarbamoyl) phenyl]amino}-5-(trifluoromethyl)pyrimidin-2-yl]amino}benzyl)phosphonate). Reaction SMILES: Br[C:2]1[CH:7]=[CH:6][C:5]([NH:8][C:9]2[C:14]([C:15]([F:18])([F:17])[F:16])=[CH:13][N:12]=[C:11]([NH:19][C:20]3[CH:34]=[CH:33][C:23]([CH2:24][P:25](=[O:32])([O:29][CH2:30][CH3:31])[O:26][CH2:27][CH3:28])=[CH:22][CH:21]=3)[N:10]=2)=[C:4]([C:35](=[O:38])[NH:36][CH3:37])[CH:3]=1.[CH2:39]([N:41]([CH2:58][CH3:59])[CH2:42][CH2:43][N:44]1[CH:48]=[C:47](B2OC(C)(C)C(C)(C)O2)[CH:46]=[N:45]1)[CH3:40]>>[CH2:58]([N:41]([CH2:39][CH3:40])[CH2:42][CH2:43][N:44]1[CH:48]=[C:47]([C:2]2[CH:7]=[CH:6][C:5]([NH:8][C:9]3[C:14]([C:15]([F:16])([F:18])[F:17])=[CH:13][N:12]=[C:11]([NH:19][C:20]4[CH:34]=[CH:33][C:23]([CH2:24][P:25](=[O:32])([O:26][CH2:27][CH3:28])[O:29][CH2:30][CH3:31])=[CH:22][CH:21]=4)[N:10]=3)=[C:4]([C:35](=[O:38])[NH:36][CH3:37])[CH:3]=2)[CH:46]=[N:45]1)[CH3:59]. Reported procedure: The title compound was prepared according to the procedure of Example 97 using Diethyl (4-{[4-{[4-bromo-2-(methylcarbamoyl)phenyl]amino}-5-(trifluoromethyl)pyrimidin-2-yl]amino}benzyl)phosphonate (Example 106) and N,N-diethyl-2-[4-(4,4,5,5-tetramethyl-1,3,2-dioxaborolan-2-yl)-1H-pyrazol-1-yl]ethanamine (Compound 175A). MS (ES+): m/z 703.45 (100) [MH+; HPLC: tR=0.73 min (UPLC, purity). Reaction SMILES: [Ag+:30].[CH2:1]([CH3:2])[c:3]1[n:4][o:5][c:6]([CH3:17])[c:7]1-[c:8]1[nH:9][c:10]2[cH:11][cH:12][cH:13][cH:14][c:15]2[cH:16]1.[CH2:31]([Cl:32])[Cl:33].[CH3:18][C:19]([Cl:20])=[O:21].[F:22][C:23]([F:24])([F:25])[S:26]([O-:27])(=[O:28])=[O:29]>>[CH2:1]([CH3:2])[c:3]1[n:4][o:5][c:6]([CH3:17])[c:7]1-[c:8]1[nH:9][c:10]2[cH:11][cH:12][cH:13][cH:14][c:15]2[c:16]1[C:19]([CH3:18])=[O:21]. Starting materials: [Ag+], CCc1noc(C)c1-c1cc2ccccc2[nH]1, ClCCl, CC(=O)Cl, O=S(=O)([O-])C(F)(F)F. Yields the product CCc1noc(C)c1-c1[nH]c2ccccc2c1C(C)=O. Reactants: CC(C)[Si](C(C)C)(C(C)C)N1C=C2C=C(Br)OCC3=C2C(=C1)CC3N(C)C, [Li]CCCC, CSSC, [Cl-], [NH4+], C1CCOC1. The product is CSC1=CC2=CN([Si](C(C)C)(C(C)C)C(C)C)C=C3CC(N(C)C)C(=C23)CO1. RXN SMILES: [Br:1][C:2]1=[CH:3][C:4]2=[CH:17][N:16]([Si:18]([CH:19]([CH3:20])[CH3:21])([CH:22]([CH3:23])[CH3:24])[CH:25]([CH3:26])[CH3:27])[CH:15]=[C:6]3[C:5]2=[C:9]([CH:8]([N:12]([CH3:13])[CH3:14])[CH2:7]3)[CH2:10][O:11]1.[CH3:28][CH2:29][CH2:30][CH2:31][Li:32].[CH3:33][S:34][S:35][CH3:36].[Cl-:42].[NH4+:43].[O:37]1[CH2:38][CH2:39][CH2:40][CH2:41]1>>[C:2]1([S:34][CH3:33])=[CH:3][C:4]2=[CH:17][N:16]([Si:18]([CH:19]([CH3:20])[CH3:21])([CH:22]([CH3:23])[CH3:24])[CH:25]([CH3:26])[CH3:27])[CH:15]=[C:6]3[C:5]2=[C:9]([CH:8]([N:12]([CH3:13])[CH3:14])[CH2:7]3)[CH2:10][O:11]1. Starting materials: ClCCCC(CCCCC)O (1-chloro-4-nonanol), C(C)(=O)OC(C)=O (acetic anhydride). Yields the product ClCCCC(CCCCC)OC(C)=O (1-Chloro-4-acetoxynonane). RXN SMILES: [Cl:1][CH2:2][CH2:3][CH2:4][CH:5]([OH:11])[CH2:6][CH2:7][CH2:8][CH2:9][CH3:10].[C:12](OC(=O)C)(=[O:14])[CH3:13]>>[Cl:1][CH2:2][CH2:3][CH2:4][CH:5]([O:11][C:12](=[O:14])[CH3:13])[CH2:6][CH2:7][CH2:8][CH2:9][CH3:10]. Procedure details: A mixture of 1-chloro-4-nonanol (111.99 g.; 0.627 mole) and acetic anhydride (128.0 g.; 1.254 moles) is heated on a steam bath for 11/2 hours.